From a dataset of the Open Reaction Database (ORD), a public repository of structured organic reaction records. describe an organic reaction: reactants, conditions, products, and yield Procedure: Prepared from 7-methoxybenzofuran-2-sulfonic acid dimethylamide (0.82 g) and N-bromosuccinimide (0.57 g) in acetonitrile (50 ml). Purification by column chromatography eluting with 50% ethyl acetate in hexane afforded the desired product as a pale yellow solid (1.0 g). Solvent: C(C)#N (acetonitrile). Reaction SMILES: [CH3:1][N:2]([CH3:17])[S:3]([C:6]1[O:7][C:8]2[C:14]([O:15][CH3:16])=[CH:13][CH:12]=[CH:11][C:9]=2[CH:10]=1)(=[O:5])=[O:4].[Br:18]N1C(=O)CCC1=O>C(#N)C>[CH3:1][N:2]([CH3:17])[S:3]([C:6]1[O:7][C:8]2[C:14]([O:15][CH3:16])=[CH:13][CH:12]=[C:11]([Br:18])[C:9]=2[CH:10]=1)(=[O:5])=[O:4]. Starting materials: CN(S(=O)(=O)C=1OC2=C(C1)C=CC=C2OC)C (7-methoxybenzofuran-2-sulfonic acid dimethylamide), BrN1C(CCC1=O)=O (N-bromosuccinimide). Yield: 93.4%. The product is CN(S(=O)(=O)C=1OC2=C(C1)C(=CC=C2OC)Br)C (4-Bromo-7-methoxybenzofuran-2-sulfonic Acid Dimethylamide). The reactants are CC(=O)O, COC(=O)c1cccc([N+](=O)[O-])c1C. The product is COC(=O)c1cccc(N)c1C. As a reaction SMILES: [CH3:15][C:16](=[O:17])[OH:18].[CH3:1][c:2]1[c:3]([C:4](=[O:5])[O:6][CH3:7])[cH:8][cH:9][cH:10][c:11]1[N+:12]([O-:13])=[O:14]>>[CH3:1][c:2]1[c:3]([C:4](=[O:5])[O:6][CH3:7])[cH:8][cH:9][cH:10][c:11]1[NH2:12].